From a dataset of the Open Reaction Database (ORD), a public repository of structured organic reaction records. describe an organic reaction: reactants, conditions, products, and yield The reactants are C(C)(=O)O (acetic acid), NC1=C(C=C(C=C1)O)C (4-amino-3-methylphenol), O (water), [N+](=O)([O-])C1=CC=C(C=C1)S(=O)(=O)Cl (p-nitrobenzenesulfonyl chloride). Run in N1=CC=CC=C1 (pyridine). Yields the product [N+](=O)([O-])C1=CC=C(C=C1)S(=O)(=O)NC1=C(C=C(C=C1)O)C (4-[[(4-Nitrophenyl)sulfonyl]amino]-3-methylphenol). Yield: 84.3%. As a reaction SMILES: [NH2:1][C:2]1[CH:7]=[CH:6][C:5]([OH:8])=[CH:4][C:3]=1[CH3:9].[N+:10]([C:13]1[CH:18]=[CH:17][C:16]([S:19](Cl)(=[O:21])=[O:20])=[CH:15][CH:14]=1)([O-:12])=[O:11].O.C(O)(=O)C>N1C=CC=CC=1>[N+:10]([C:13]1[CH:14]=[CH:15][C:16]([S:19]([NH:1][C:2]2[CH:7]=[CH:6][C:5]([OH:8])=[CH:4][C:3]=2[CH3:9])(=[O:21])=[O:20])=[CH:17][CH:18]=1)([O-:12])=[O:11]. Reported procedure: To a stirred mixture of 4-amino-3-methylphenol (24 g, 0.2 mole) in 600 ml of pyridine was added all at once p-nitrobenzenesulfonyl chloride (Eastman) (45 g, 0.2 mole) followed by heating on a steam bath for 2 hours. The dark oily solution was poured into 4 liters of water and then treated with glacial acetic acid until acid. The tar crystallized on standing to give after filtration 67 g (100%) of brown solid. The entire sample was recrystallized from CH3NO2 to give 52 g of pure intermediate. As a reaction SMILES: [CH:1]([N:4]([CH3:43])[C@@H:5]1[CH2:10][CH2:9][C@H:8]([N:11]2[CH2:15][CH2:14][C@@H:13]([CH2:16][C:17]3([C:22]4[CH:27]=[CH:26][CH:25]=[C:24]([C:28]([F:31])([F:30])[F:29])[CH:23]=4)OCC[O:18]3)[C:12]2=[O:32])[C@H:7]([CH2:33][S:34]([C:37]2[CH:42]=[CH:41][CH:40]=[CH:39][CH:38]=2)(=[O:36])=[O:35])[CH2:6]1)([CH3:3])[CH3:2]>CC#N.Cl.C(OCC)(=O)C>[O:18]=[C:17]([C:22]1[CH:27]=[CH:26][CH:25]=[C:24]([C:28]([F:30])([F:31])[F:29])[CH:23]=1)[CH2:16][C@@H:13]1[CH2:14][CH2:15][N:11]([C@H:8]2[CH2:9][CH2:10][C@@H:5]([N:4]([CH:1]([CH3:2])[CH3:3])[CH3:43])[CH2:6][C@H:7]2[CH2:33][S:34]([C:37]2[CH:38]=[CH:39][CH:40]=[CH:41][CH:42]=2)(=[O:36])=[O:35])[C:12]1=[O:32]. Procedure details: A solution of Example 40 (74.4 mg, 0.120 mmol) in CH3CN (0.9 mL) and 1 M HCl (0.9 mL) was heated at 60° C. for 5 h. The mixture was diluted with ethyl acetate (500 mL), washed with satd NaHCO3 (3×150 mL) and brine (2×100 mL), dried over Na2SO4, filtered, and evaporated to dryness. The residue was lyophilized from CH3CN/H2O to the title compound as a white solid (70.2 mg, >99): ESI MS m/z 579 [C30H37F3N2O4S+H]+. Product: O=C(C[C@H]1C(N(CC1)[C@@H]1[C@@H](C[C@@H](CC1)N(C)C(C)C)CS(=O)(=O)C1=CC=CC=C1)=O)C1=CC(=CC=C1)C(F)(F)F ((S*)-3-(2-oxo-2-(3-(trifluoromethyl)phenyl)ethyl)-1-((1S*,2R*,4R*)-4-(isopropyl(methyl)amino)-2-(phenylsulfonylmethyl)cyclohexyl)pyrrolidin-2-one). Starting materials: C(C)(C)N([C@H]1C[C@H]([C@H](CC1)N1C([C@@H](CC1)CC1(OCCO1)C1=CC(=CC=C1)C(F)(F)F)=O)CS(=O)(=O)C1=CC=CC=C1)C ((S*)-1-((1S*,2R*,4R*)-4-(isopropyl(methyl)amino)-2-(phenylsulfonylmethyl)cyclohexyl)-3-((2-(3-(trifluoromethyl)phenyl)-1,3-dioxolan-2-yl)methyl)pyrrolidin-2-one). Run in CC#N (CH3CN), Cl (HCl), C(C)(=O)OCC (ethyl acetate). Starting materials: PDMS, PDMS, C=CC1=CC=CC=C1 (styrene), PDMS, CO (MeOH), O (H2O), PDMS, C=CC1=CC=CC=C1 (Styrene), O=O (O2), PDMS. The reagents and catalysts are Cl[Pd]Cl (PdCl2), Cl[Cu] (CuCl). The solvent is CCCCCC (hexane), CCCCCC (hexane). Run at time 1 hour. The product is C(C)(=O)C1=CC=CC=C1 (Acetophenone). Isolated yield 73.0%. RXN SMILES: [CH2:1]=[CH:2][C:3]1[CH:8]=[CH:7][CH:6]=[CH:5][CH:4]=1.C[OH:10].O.O=O>Cl[Pd]Cl.Cl[Cu].CCCCCC>[C:2]([C:3]1[CH:8]=[CH:7][CH:6]=[CH:5][CH:4]=1)(=[O:10])[CH3:1]. Procedure: Wacker-Tsuji oxidation of styrene in a PDMS thimble. A PDMS thimble containing PdCl2 (0.025 g, 0.141 mmol) and CuCl (0.282 g, 2.82 mmol) was placed in a 2-necked Schlenk flask with a stir bar. MeOH (1.98 mL) and H2O (0.28 mL) were added to the inside of the PDMS thimble and the flask was capped with a rubber septum. A balloon filled with O2 was affixed to the septum and the reaction mixture was stirred at room temperature for 1 hour. Styrene (0.323 mL, 2.82 mmol) was added to the reaction mixtur... The reactants are Cl.BrC1=C(C=CC=C1)NN ((2-bromophenyl)hydrazine hydrochloride), C(C)(=O)CCCCC(=O)O (5-acetylvaleric acid), C(C)O (ethanol), C(O)([O-])=O.[Na+] (sodium hydrogen carbonate), S(O)(O)(=O)=O (sulfuric acid). Run at temperature 50 celsius, time 40 minute. Yields the product BrC=1C=CC=C2C(=C(NC12)C)CCCC(=O)OCC (Ethyl 4-(7-bromo-2-methyl-1H-indol-3-yl)butanoate). As a reaction SMILES: Cl.[Br:2][C:3]1[CH:8]=[CH:7][CH:6]=[CH:5][C:4]=1[NH:9]N.[C:11]([CH2:14][CH2:15][CH2:16][CH2:17][C:18]([OH:20])=[O:19])(=O)[CH3:12].S(=O)(=O)(O)O.C(=O)([O-])O.[Na+].[CH2:31](O)[CH3:32]>>[Br:2][C:3]1[CH:8]=[CH:7][CH:6]=[C:5]2[C:4]=1[NH:9][C:11]([CH3:12])=[C:14]2[CH2:15][CH2:16][CH2:17][C:18]([O:20][CH2:31][CH3:32])=[O:19] |f:0.1,4.5|. Procedure details: To a solution of (2-bromophenyl)hydrazine hydrochloride (14 g) in ethanol (60 mL), 5-acetylvaleric acid (9.0 g) was added. The reaction mixture was stirred at 50° C. for 40 minutes, and concentrated sulfuric acid (6.0 mL) was added thereto, followed by heating under reflux for 16 hours. The reaction mixture was added to a saturated aqueous sodium hydrogen carbonate solution which was then extracted with ethyl acetate and dried over anhydrous sodium sulfate, followed by concentratration under red... Starting materials: C(C)(=O)C1=CC=C(C(=C1NC(=O)C=1SC=C(N1)C(F)(F)F)Cl)OC (N-(6-acetyl-2-chloro-3-methoxyphenyl)-4-trifluoromethylthiazole-2-carboxamide), C(C)(C)C=1N=C(SC1)C1=NC2=CC(=CC=C2C(=C1)O)OC (2-(4-isopropylthiazol-2-yl)-7-methoxyquinolin-4-ol). The product is ClC=1C(=CC=C2C(=CC(=NC12)C=1SC=C(N1)C(F)(F)F)O)OC (8-chloro-7-methoxy-2-(4-trifluoromethyl-thiazol-2-yl)-quinolin-4-ol). Yield: 70.0%. As a reaction SMILES: [C:1]([C:4]1[C:9]([NH:10][C:11]([C:13]2[S:14][CH:15]=[C:16]([C:18]([F:21])([F:20])[F:19])[N:17]=2)=O)=[C:8]([Cl:22])[C:7]([O:23][CH3:24])=[CH:6][CH:5]=1)(=[O:3])[CH3:2].C(C1N=C(C2C=C(O)C3C(=CC(OC)=CC=3)N=2)SC=1)(C)C>>[Cl:22][C:8]1[C:7]([O:23][CH3:24])=[CH:6][CH:5]=[C:4]2[C:9]=1[N:10]=[C:11]([C:13]1[S:14][CH:15]=[C:16]([C:18]([F:21])([F:20])[F:19])[N:17]=1)[CH:2]=[C:1]2[OH:3]. Procedure details: Compound 65d was synthesized from compound 64d as a yellow powder in 70% yield, following the procedure as described for compound 43a.